This data is from the Open Reaction Database (ORD), a public repository of structured organic reaction records. The task is: describe an organic reaction: reactants, conditions, products, and yield The reactants are C(C)(=O)O[BH-](OC(C)=O)OC(C)=O.[Na+] (sodium triacetoxyborohydride), ClCCl (dichloromethane), Cl.FC(C(=O)N1CCC(CC1)N)(F)F (1-(trifluoroacetyl)piperidine-4-amine hydrochloride), O1CCOC2=C1C=CC(=C2)C=O (2,3-dihydro-1,4-benzodioxin-6-carbaldehyde). The solvent is C(C)(=O)O (acetic acid). Conditions: time 2 hour. Yields the product O1CCOC2=C1C=CC(=C2)CNC2CCN(CC2)C(C(F)(F)F)=O (N-(2,3-dihydro-1,4-benzodioxin-6-ylmethyl)-1-(trifluoroacetyl)piperidine-4-amine). RXN SMILES: ClCCl.Cl.[F:5][C:6]([F:17])([F:16])[C:7]([N:9]1[CH2:14][CH2:13][CH:12]([NH2:15])[CH2:11][CH2:10]1)=[O:8].[O:18]1[C:23]2[CH:24]=[CH:25][C:26]([CH:28]=O)=[CH:27][C:22]=2[O:21][CH2:20][CH2:19]1.C(O[BH-](OC(=O)C)OC(=O)C)(=O)C.[Na+]>C(O)(=O)C>[O:18]1[C:23]2[CH:24]=[CH:25][C:26]([CH2:28][NH:15][CH:12]3[CH2:13][CH2:14][N:9]([C:7](=[O:8])[C:6]([F:5])([F:16])[F:17])[CH2:10][CH2:11]3)=[CH:27][C:22]=2[O:21][CH2:20][CH2:19]1 |f:1.2,4.5|. Reported procedure: To 20 mL of a dichloromethane suspension containing 1.0 g of 1-(trifluoroacetyl)piperidine-4-amine hydrochloride, 0.71 g of 2,3-dihydro-1,4-benzodioxin-6-carbaldehyde and 0.25 mL of acetic acid were added, the mixture was stirred at room temperature for 2 hours. The reaction mixture was added with 1.37 g of sodium triacetoxyborohydride was added and stirred at the same temperature for 30 minutes. The solvent was removed under reduced pressure, then water and ethyl acetate were added thereto, and... Reactants: BrCC(=O)OCC (ethyl bromoacetate), [H-].[Na+] (sodium hydride), ClC=1C=C(C=CC1Cl)CC#N (3,4-dichlorophenylacetonitrile), [H][H] (hydrogen). Solvent: C1CCOC1 (THF), C1CCOC1 (THF). Run at temperature 0 celsius, time 8 hour. The product is C(#N)C(CC(=O)OCC)(CC(=O)OCC)C1=CC(=C(C=C1)Cl)Cl (Diethyl 3-cyano-3-(3,4-dichlorophenyl)pentane-1,5-dioate). The yield is 77.9%. Reaction SMILES: [H-].[Na+].[Cl:3][C:4]1[CH:5]=[C:6]([CH2:11][C:12]#[N:13])[CH:7]=[CH:8][C:9]=1[Cl:10].[H][H].Br[CH2:17][C:18]([O:20][CH2:21][CH3:22])=[O:19]>C1COCC1>[C:12]([C:11]([C:6]1[CH:7]=[CH:8][C:9]([Cl:10])=[C:4]([Cl:3])[CH:5]=1)([CH2:17][C:18]([O:20][CH2:21][CH3:22])=[O:19])[CH2:17][C:18]([O:20][CH2:21][CH3:22])=[O:19])#[N:13] |f:0.1|. Reported procedure: 4.3 g of sodium hydride as a 60% dispersion in oil are added to a solution of 10 g of 3,4-dichlorophenylacetonitrile in 50 ml of THF and the mixture is stirred until the evolution of hydrogen has ceased. It is cooled to 0° C. and a solution of 18 g of ethyl bromoacetate in 50 ml of THF is added dropwise. The mixture is allowed to return to RT and stirred overnight. It is evaporated to dryness, the residue is taken up with ether and the mixture is washed with a buffer solution of pH 2 and dried o... Starting materials: [N+](=O)([O-])C1=CC=C(O1)C=CC=1NC=CN1 (2-[2-(5-nitro-2-furyl)vinyl]imidazole), COC1=CC=C(CBr)C=C1 (4-methoxybenzyl bromide). Product: COC1=CC=C(CN2C(=NC=C2)C=CC=2OC(=CC2)[N+](=O)[O-])C=C1 (1-(4-Methoxybenzyl)-2-[2-(5-nitro-2-furyl)vinyl]imidazole). Reaction SMILES: [N+:1]([C:4]1[O:8][C:7]([CH:9]=[CH:10][C:11]2[NH:12][CH:13]=[CH:14][N:15]=2)=[CH:6][CH:5]=1)([O-:3])=[O:2].[CH3:16][O:17][C:18]1[CH:25]=[CH:24][C:21]([CH2:22]Br)=[CH:20][CH:19]=1>>[CH3:16][O:17][C:18]1[CH:25]=[CH:24][C:21]([CH2:22][N:12]2[CH:13]=[CH:14][N:15]=[C:11]2[CH:10]=[CH:9][C:7]2[O:8][C:4]([N+:1]([O-:3])=[O:2])=[CH:5][CH:6]=2)=[CH:20][CH:19]=1. Procedure details: Using the same general procedure of Example 1, the captioned compound was prepared using 2-[2-(5-nitro-2-furyl)vinyl]imidazole and 4-methoxybenzyl bromide. Recrystallization from benzene-ethanol gave an orange solid, mp 151°-152°. Reactants: BrC1=CC2=C(N(C(CN=C2C=2C=C(C#N)C=CC2)=O)C)C=C1 (3-(7-bromo-1-methyl-2-oxo-2,3-dihydro-1H-benzo[e][1,4]diazepin-5-yl)-benzonitrile), C1(=CC=CC=C1)B(O)O (benzene boronic acid), COC=1C=C(C=CC1)B(O)O (3-methoxyphenyl boronic acid). Product: COC=1C=C(C=CC1)C1=CC2=C(N(C(CN=C2C=2C=C(C#N)C=CC2)=O)C)C=C1 (3-[7-(3-Methoxy-phenyl)-1-methyl-2-oxo-2,3-dihydro-1H-benzo[e][1,4]diazepin-5-yl]-benzonitrile). The yield is 58.0%. RXN SMILES: Br[C:2]1[CH:22]=[CH:21][C:5]2[N:6]([CH3:20])[C:7](=[O:19])[CH2:8][N:9]=[C:10]([C:11]3[CH:12]=[C:13]([CH:16]=[CH:17][CH:18]=3)[C:14]#[N:15])[C:4]=2[CH:3]=1.C1(B(O)O)C=CC=CC=1.[CH3:32][O:33][C:34]1[CH:35]=[C:36](B(O)O)[CH:37]=[CH:38][CH:39]=1>>[CH3:32][O:33][C:34]1[CH:39]=[C:38]([C:2]2[CH:22]=[CH:21][C:5]3[N:6]([CH3:20])[C:7](=[O:19])[CH2:8][N:9]=[C:10]([C:11]4[CH:12]=[C:13]([CH:16]=[CH:17][CH:18]=4)[C:14]#[N:15])[C:4]=3[CH:3]=2)[CH:37]=[CH:36][CH:35]=1. Procedure: Prepared from 3-(7-bromo-1-methyl-2-oxo-2,3-dihydro-1H-benzo[e][1,4]diazepin-5-yl)-benzonitrile Intermediate 14 using the same method described for Example 1 and instead of using benzene boronic acid, we used 3-methoxyphenyl boronic acid. The title compound (110 mg) was obtained as a yellow solid, (yield=58%).